From a dataset of the Open Reaction Database (ORD), a public repository of structured organic reaction records. describe an organic reaction: reactants, conditions, products, and yield The reactants are CC1(OB(OC1(C)C)C=1C=NC=CC1)C (3-(4,4,5,5-Tetramethyl-1,3,2-dioxaborolan-2-yl)-pyridine), P(=O)([O-])([O-])[O-].[K+].[K+].[K+] (tripotassium phosphate), C(C1=CC=CC=C1)OC1=C(C(=O)OCC2=CC=CC=C2)C=CC=C1Cl (benzyl 2-(benzyloxy)-3-chlorobenzoate), aqueous solution, C(CC(O)(C(=O)O)CC(=O)O)(=O)O (citric acid), CC1(OB(OC1(C)C)C=1C=NC=CC1)C (3-(4,4,5,5-tetramethyl-1,3,2-dioxaborolan-2-yl)pyridine), P(=O)([O-])([O-])[O-].[K+].[K+].[K+] (tripotassium phosphate). Reagents/catalysts: C(C)(=O)[O-].[Pd+2].C(C)(=O)[O-] (palladium(II) acetate), C1(CCCCC1)P(C1=C(C=CC=C1)C1=C(C=CC=C1OC)OC)C1CCCCC1 (2-dicyclohexylphosphino-2′,6′-dimethoxybiphenyl), C(C)(=O)[O-].[Pd+2].C(C)(=O)[O-] (palladium(II) acetate), C1(CCCCC1)P(C1=C(C=CC=C1)C1=C(C=CC=C1OC)OC)C1CCCCC1 (2-dicyclohexylphosphino-2′,6′-dimethoxybiphenyl). Solvent: C1(=CC=CC=C1)C (toluene), C(C)(=O)OCC (ethyl acetate). The product is C(C1=CC=CC=C1)OC1=C(C(=O)OCC2=CC=CC=C2)C=CC=C1C=1C=NC=CC1 (benzyl 2-(benzyloxy)-3-(pyridin-3-yl)benzoate). Yield: 89.2%. Reaction SMILES: CC1(C)C(C)(C)OB([C:9]2[CH:10]=[N:11][CH:12]=[CH:13][CH:14]=2)O1.P([O-])([O-])([O-])=O.[K+].[K+].[K+].[CH2:24]([O:31][C:32]1[C:47](Cl)=[CH:46][CH:45]=[CH:44][C:33]=1[C:34]([O:36][CH2:37][C:38]1[CH:43]=[CH:42][CH:41]=[CH:40][CH:39]=1)=[O:35])[C:25]1[CH:30]=[CH:29][CH:28]=[CH:27][CH:26]=1.C(O)(=O)CC(CC(O)=O)(C(O)=O)O>C([O-])(=O)C.[Pd+2].C([O-])(=O)C.C1(P(C2CCCCC2)C2C=CC=CC=2C2C(OC)=CC=CC=2OC)CCCCC1.C(OCC)(=O)C.C1(C)C=CC=CC=1>[CH2:24]([O:31][C:32]1[C:47]([C:9]2[CH:10]=[N:11][CH:12]=[CH:13][CH:14]=2)=[CH:46][CH:45]=[CH:44][C:33]=1[C:34]([O:36][CH2:37][C:38]1[CH:39]=[CH:40][CH:41]=[CH:42][CH:43]=1)=[O:35])[C:25]1[CH:26]=[CH:27][CH:28]=[CH:29][CH:30]=1 |f:1.2.3.4,7.8.9|. Procedure details: 3-(4,4,5,5-Tetramethyl-1,3,2-dioxaborolan-2-yl)-pyridine (0.25 g), tripotassium phosphate (0.47 g), palladium(II) acetate (4.5 mg), and 2-dicyclohexylphosphino-2′,6′-dimethoxybiphenyl (4.1 mg) were added to a toluene (5.3 mL) solution of the obtained benzyl 2-(benzyloxy)-3-chlorobenzoate (0.35 g), followed by heating to reflux under a nitrogen atmosphere for 1 hour and 40 minutes. The reaction mixture was cooled to room temperature, and then 3-(4,4,5,5-tetramethyl-1,3,2-dioxaborolan-2-yl)pyridin... The reactants are C(=O)([O-])[O-].[Cs+].[Cs+] (Cs2CO3), chloro(2-dicyclohexylphosphino-2′,4′,6′-triisopropyl-1,1′-biphenyl)[2-(2-aminoethyl)phenyl), N1(C=CC=C1)C=1SC=C(N1)B1OC(C(O1)(C)C)(C)C (2-(1H-pyrrol-1-yl)-4-(4,4,5,5-tetramethyl-1,3,2-dioxaborolan-2-yl)thiazole), IC=1C(=NC(=NC1OC)N1CCOCC1)NC1CN(CCC1)C(=O)OC(C)(C)C (tert-butyl 3-((5-iodo-6-methoxy-2-morpholinopyrimidin-4-yl)amino)piperidine-1-carboxylate), Compound ( 21 ). The reagents and catalysts are Cl[Cu] (CuCl), [Pd+2] (palladium(II)). Run in CN(C)C=O (DMF). Run at temperature 100 celsius. Product: N1(C=CC=C1)C=1SC=C(N1)C=1C(=NC(=NC1OC)N1CCOCC1)N[C@H]1CN(CCC1)C(=O)OC(C)(C)C ((R)-tert-butyl 3-((5-(2-(1H-pyrrol-1-yl)thiazol-4-yl)-6-methoxy-2-morpholinopyrimidin-4-yl)amino)piperidine-1-carboxylate). As a reaction SMILES: I[C:2]1[C:3]([NH:16][CH:17]2[CH2:22][CH2:21][CH2:20][N:19]([C:23]([O:25][C:26]([CH3:29])([CH3:28])[CH3:27])=[O:24])[CH2:18]2)=[N:4][C:5]([N:10]2[CH2:15][CH2:14][O:13][CH2:12][CH2:11]2)=[N:6][C:7]=1[O:8][CH3:9].[N:30]1([C:35]2[S:36][CH:37]=[C:38](B3OC(C)(C)C(C)(C)O3)[N:39]=2)[CH:34]=[CH:33][CH:32]=[CH:31]1.C([O-])([O-])=O.[Cs+].[Cs+]>[Pd+2].Cl[Cu].CN(C=O)C>[N:30]1([C:35]2[S:36][CH:37]=[C:38]([C:2]3[C:3]([NH:16][C@@H:17]4[CH2:22][CH2:21][CH2:20][N:19]([C:23]([O:25][C:26]([CH3:28])([CH3:29])[CH3:27])=[O:24])[CH2:18]4)=[N:4][C:5]([N:10]4[CH2:11][CH2:12][O:13][CH2:14][CH2:15]4)=[N:6][C:7]=3[O:8][CH3:9])[N:39]=2)[CH:34]=[CH:33][CH:32]=[CH:31]1 |f:2.3.4|. Procedure: In a 40 mL vial chloro(2-dicyclohexylphosphino-2′,4′,6′-triisopropyl-1,1′-biphenyl)[2-(2-aminoethyl)phenyl)]-palladium(II) (0.023 g, 0.029 mmol), tert-butyl 3-((5-iodo-6-methoxy-2-morpholinopyrimidin-4-yl)amino)piperidine-1-carboxylate (Compound (21) (0.15 g, 0.289 mmol), 2-(1H-pyrrol-1-yl)-4-(4,4,5,5-tetramethyl-1,3,2-dioxaborolan-2-yl)thiazole (0.088 g, 0.318 mmol) and CuCl (0.031 g, 0.318 mmol) were combined. This mixture was then evacuated and backfilled with argon. Then DMF (2.89 ml) and Cs...